Task: describe an organic reaction: reactants, conditions, products, and yield. Dataset: the Open Reaction Database (ORD), a public repository of structured organic reaction records Starting materials: ClC=1C(=CC2=C(N(C(=N2)C)CC)C1[N+](=O)[O-])C(F)(F)F (6-chloro-1-ethyl-2-methyl-7-nitro-5-trifluoromethylbenzimidazole), CNC (dimethylamine). The solvent is C(OC)COC (dimethoxyethane). Run at temperature 125 celsius. The product is CN(C=1C(=CC2=C(N(C(=N2)C)CC)C1[N+](=O)[O-])C(F)(F)F)C (6-Dimethylamino-1-ethyl-2-methyl-7-nitro-5-trifluoromethylbenzimidazole). As a reaction SMILES: Cl[C:2]1[C:3]([C:17]([F:20])([F:19])[F:18])=[CH:4][C:5]2[N:9]=[C:8]([CH3:10])[N:7]([CH2:11][CH3:12])[C:6]=2[C:13]=1[N+:14]([O-:16])=[O:15].[CH3:21][NH:22][CH3:23]>C(COC)OC>[CH3:21][N:22]([CH3:23])[C:2]1[C:3]([C:17]([F:20])([F:19])[F:18])=[CH:4][C:5]2[N:9]=[C:8]([CH3:10])[N:7]([CH2:11][CH3:12])[C:6]=2[C:13]=1[N+:14]([O-:16])=[O:15]. Procedure: A glass reaction tube was charged with 5.0g. (0.016 mole) of 6-chloro-1-ethyl-2-methyl-7-nitro-5-trifluoromethylbenzimidazole, 20 ml. of dimethoxyethane and 15 ml. of dimethylamine and then sealed. The sealed tube was maintained at 125°C. for 16 days and then opened. The contents were evaporated to dryness and the residue extracted with hot hexane, from which crystallized 3.1g. of the desired product m.p. 111°-115°C. after recrystallization from hexane. Reactants: O=C(Nc1ccc(Br)cc1)c1ccc(Cl)c([N+](=O)[O-])c1, CS(C)=O, Cl, [K+], Nc1ccc(O)cc1, [OH-], O. Product: Nc1ccc(Oc2ccc(C(=O)Nc3ccc(Br)cc3)cc2[N+](=O)[O-])cc1. RXN SMILES: [Br:1][c:2]1[cH:3][cH:4][c:5]([NH:8][C:9]([c:10]2[cH:11][c:12]([N+:17](=[O:18])[O-:19])[c:13]([Cl:16])[cH:14][cH:15]2)=[O:20])[cH:6][cH:7]1.[CH3:32][S:33](=[O:34])[CH3:35].[ClH:31].[K+:30].[NH2:21][c:22]1[cH:23][cH:24][c:25]([OH:26])[cH:27][cH:28]1.[OH-:29].[OH2:36]>>[Br:1][c:2]1[cH:3][cH:4][c:5]([NH:8][C:9]([c:10]2[cH:11][c:12]([N+:17](=[O:18])[O-:19])[c:13]([O:26][c:25]3[cH:24][cH:23][c:22]([NH2:21])[cH:28][cH:27]3)[cH:14][cH:15]2)=[O:20])[cH:6][cH:7]1. Reaction SMILES: [CH2:1]([CH3:2])[O:3][C:4]([CH2:5][NH:6][CH:7]1[CH:8]2[CH2:9][CH:10]([c:15]3[n:16][c:17]4[n:18]([CH2:29][CH2:30][CH3:31])[c:19](=[O:28])[n:20]([CH2:25][CH2:26][CH3:27])[c:21](=[O:24])[c:22]4[nH:23]3)[CH2:11][CH:12]1[CH2:13][CH2:14]2)=[O:32].[CH2:37]1[O:38][CH2:39][CH2:40][CH2:41]1.[CH3:35][OH:36].[K+:34].[OH-:33]>>[O:3]=[C:4]([CH2:5][NH:6][CH:7]1[CH:8]2[CH2:9][CH:10]([c:15]3[n:16][c:17]4[n:18]([CH2:29][CH2:30][CH3:31])[c:19](=[O:28])[n:20]([CH2:25][CH2:26][CH3:27])[c:21](=[O:24])[c:22]4[nH:23]3)[CH2:11][CH:12]1[CH2:13][CH2:14]2)[OH:32]. Reactants: CCCn1c(=O)c2[nH]c(C3CC4CCC(C3)C4NCC(=O)OCC)nc2n(CCC)c1=O, C1CCOC1, CO, [K+], [OH-]. The product is CCCn1c(=O)c2[nH]c(C3CC4CCC(C3)C4NCC(=O)O)nc2n(CCC)c1=O. The reactants are CC1(C)Cc2cccc(C(=O)O)c2O1, NCC1CC2CC2N1C(=O)c1nc(N)sc1-c1cccc(F)c1. Product: CC1(C)Cc2cccc(C(=O)NCC3CC4CC4N3C(=O)c3nc(N)sc3-c3cccc(F)c3)c2O1. As a reaction SMILES: [CH3:24][C:25]1([CH3:37])[O:26][c:27]2[c:28]([cH:30][cH:31][cH:32][c:33]2[C:34](=[O:35])[OH:36])[CH2:29]1.[NH2:1][c:2]1[s:3][c:4](-[c:17]2[cH:18][c:19]([F:23])[cH:20][cH:21][cH:22]2)[c:5]([C:7](=[O:8])[N:9]2[CH:10]3[CH2:11][CH:12]3[CH2:13][CH:14]2[CH2:15][NH2:16])[n:6]1>>[NH2:1][c:2]1[s:3][c:4](-[c:17]2[cH:18][c:19]([F:23])[cH:20][cH:21][cH:22]2)[c:5]([C:7](=[O:8])[N:9]2[CH:10]3[CH2:11][CH:12]3[CH2:13][CH:14]2[CH2:15][NH:16][C:34]([c:33]2[c:27]3[c:28]([cH:30][cH:31][cH:32]2)[CH2:29][C:25]([CH3:24])([CH3:37])[O:26]3)=[O:35])[n:6]1. The reactants are [NH4+].[OH-] (NH4OH), C(C)C1=C(N(C=2N=CC=3N(C21)C=CC3)COCC[Si](C)(C)C)C3=CC=C(C=C3)C3(OCCO3)C (1-Ethyl-2-(4-(2-methyl-1,3-dioxolan-2-yl)phenyl)-3-((2-(trimethylsilyl)ethoxy)methyl)-3H-dipyrrolo[1,2-a:2′,3′-e]pyrazine), Cl (HCl), C(=O)(C(F)(F)F)O (TFA). Solvent: CC(=O)C (acetone), C(Cl)Cl (DCM). Run at time 30 minute. Product: C(C)C1=C(NC=2N=CC=3N(C21)C=CC3)C3=CC=C(C=C3)C(C)=O (1-(4-(1-ethyl-3H-dipyrrolo[1,2-a:2′,3′-e]pyrazin-2-yl)phenyl)ethanone). Isolated yield 60.1%. Reaction SMILES: [CH2:1]([C:3]1[C:11]2[N:10]3[CH:12]=[CH:13][CH:14]=[C:9]3[CH:8]=[N:7][C:6]=2[N:5](COCC[Si](C)(C)C)[C:4]=1[C:23]1[CH:28]=[CH:27][C:26]([C:29]2([CH3:34])OCC[O:30]2)=[CH:25][CH:24]=1)[CH3:2].Cl.C(O)(C(F)(F)F)=O.[NH4+].[OH-]>CC(C)=O.C(Cl)Cl>[CH2:1]([C:3]1[C:11]2[N:10]3[CH:12]=[CH:13][CH:14]=[C:9]3[CH:8]=[N:7][C:6]=2[NH:5][C:4]=1[C:23]1[CH:28]=[CH:27][C:26]([C:29](=[O:30])[CH3:34])=[CH:25][CH:24]=1)[CH3:2] |f:3.4|. Procedure details: 1-Ethyl-2-(4-(2-methyl-1,3-dioxolan-2-yl)phenyl)-3-((2-(trimethylsilyl)ethoxy)methyl)-3H-dipyrrolo[1,2-a:2′,3′-e]pyrazine (0.194 g, 0.406 mmol) was dissolved in acetone (6 mL) then treated with concentrated aqueous HCl (36 wt %, 0.170 mL, 2.08 mmol). The mixture was stirred at rt for 30 min. The solvents were evaporated under reduced pressure and then the material was treated with DCM (3 mL) and TFA (1.5 mL, 19 mmol). The mixture was stirred at rt for about 15 min then the solvents were evaporat... Starting materials: CC1(C)CCC(N(C(=O)C(C)(C)CO)C2CCN(C(=O)OC(C)(C)C)C2)CC1, CS(=O)(=O)Cl, ClCCl. Yields the product CC1(C)CCC(N(C(=O)C(C)(C)COS(C)(=O)=O)C2CCN(C(=O)OC(C)(C)C)C2)CC1. RXN SMILES: [C:1](=[O:2])([O:3][C:4]([CH3:5])([CH3:6])[CH3:7])[N:8]1[CH2:9][CH:10]([N:13]([C:14]([C:15]([CH2:16][OH:17])([CH3:18])[CH3:19])=[O:20])[CH:21]2[CH2:22][CH2:23][C:24]([CH3:27])([CH3:28])[CH2:25][CH2:26]2)[CH2:11][CH2:12]1.[CH3:29][S:30](=[O:31])(=[O:32])[Cl:33].[Cl:34][CH2:35][Cl:36]>>[C:1](=[O:2])([O:3][C:4]([CH3:5])([CH3:6])[CH3:7])[N:8]1[CH2:9][CH:10]([N:13]([C:14]([C:15]([CH2:16][O:17][S:30]([CH3:29])(=[O:31])=[O:32])([CH3:18])[CH3:19])=[O:20])[CH:21]2[CH2:22][CH2:23][C:24]([CH3:27])([CH3:28])[CH2:25][CH2:26]2)[CH2:11][CH2:12]1.